Dataset: the Open Reaction Database (ORD), a public repository of structured organic reaction records. Task: describe an organic reaction: reactants, conditions, products, and yield Reactants: Brc1ccc2c(c1)OCO2, CC(=O)[O-], CC(=O)[O-], O=C([O-])[O-], Cc1ccccc1, CC(C)c1cc(C(C)C)c(-c2ccccc2P(C2CCCCC2)C2CCCCC2)c(C(C)C)c1, [Cs+], [Cs+], CC(C)(C)OC(=O)c1ccc(N2CCc3ccccc32)cc1N, O=C(C=Cc1ccccc1)C=Cc1ccccc1, O=C(C=Cc1ccccc1)C=Cc1ccccc1, O=C(C=Cc1ccccc1)C=Cc1ccccc1, [Pd+2], [Pd], [Pd]. Yields the product CC(C)(C)OC(=O)c1ccc(N2CCc3ccccc32)cc1Nc1ccc2c(c1)OCO2. As a reaction SMILES: [Br:24][c:25]1[cH:26][c:27]2[c:28]([cH:29][cH:30]1)[O:31][CH2:32][O:33]2.[C:130]([O-:131])(=[O:132])[CH3:133].[C:135]([O-:136])(=[O:137])[CH3:138].[C:34](=[O:35])([O-:36])[O-:37].[CH3:139][c:140]1[cH:141][cH:142][cH:143][cH:144][cH:145]1.[CH:40]1([P:41]([CH:42]2[CH2:43][CH2:44][CH2:45][CH2:46][CH2:47]2)[c:48]2[cH:49][cH:50][cH:51][cH:52][c:53]2-[c:54]2[c:55]([CH:56]([CH3:57])[CH3:58])[cH:59][c:60]([CH:61]([CH3:62])[CH3:63])[cH:64][c:65]2[CH:66]([CH3:67])[CH3:68])[CH2:69][CH2:70][CH2:71][CH2:72][CH2:73]1.[Cs+:38].[Cs+:39].[NH2:1][c:2]1[c:3]([C:4](=[O:5])[O:6][C:7]([CH3:8])([CH3:9])[CH3:10])[cH:11][cH:12][c:13]([N:15]2[CH2:16][CH2:17][c:18]3[cH:19][cH:20][cH:21][cH:22][c:23]32)[cH:14]1.[O:112]=[C:113]([CH:114]=[CH:115][c:116]1[cH:117][cH:118][cH:119][cH:120][cH:121]1)[CH:122]=[CH:123][c:124]1[cH:125][cH:126][cH:127][cH:128][cH:129]1.[O:76]=[C:77]([CH:78]=[CH:79][c:80]1[cH:81][cH:82][cH:83][cH:84][cH:85]1)[CH:86]=[CH:87][c:88]1[cH:89][cH:90][cH:91][cH:92][cH:93]1.[O:94]=[C:95]([CH:96]=[CH:97][c:98]1[cH:99][cH:100][cH:101][cH:102][cH:103]1)[CH:104]=[CH:105][c:106]1[cH:107][cH:108][cH:109][cH:110][cH:111]1.[Pd+2:134].[Pd:74].[Pd:75]>>[NH:1]([c:2]1[c:3]([C:4](=[O:5])[O:6][C:7]([CH3:8])([CH3:9])[CH3:10])[cH:11][cH:12][c:13]([N:15]2[CH2:16][CH2:17][c:18]3[cH:19][cH:20][cH:21][cH:22][c:23]32)[cH:14]1)[c:25]1[cH:26][c:27]2[c:28]([cH:29][cH:30]1)[O:31][CH2:32][O:33]2. Reaction SMILES: [Br:1][c:2]1[c:3]([NH:20][CH:21]2[CH:22]([CH3:30])[CH:23]3[C:24]([CH3:28])([CH3:29])[CH:25]([CH2:26]2)[CH2:27]3)[cH:4][n:5][n:6]([CH2:9][C:10](=[O:11])[NH:12][CH2:13][c:14]2[cH:15][cH:16][n:17][cH:18][cH:19]2)[c:7]1=[O:8].[Cl:31][c:32]1[cH:33][cH:34][cH:35][c:36]([C:37]([O:38][OH:40])=[O:39])[cH:41]1.[O:42]1[CH2:43][CH2:44][CH2:45][CH2:46]1>>[Br:1][c:2]1[c:3]([NH:20][CH:21]2[CH:22]([CH3:30])[CH:23]3[C:24]([CH3:28])([CH3:29])[CH:25]([CH2:26]2)[CH2:27]3)[cH:4][n:5][n:6]([CH2:9][C:10](=[O:11])[NH:12][CH2:13][c:14]2[cH:15][cH:16][n+:17]([O-:39])[cH:18][cH:19]2)[c:7]1=[O:8]. Reactants: CC1C(Nc2cnn(CC(=O)NCc3ccncc3)c(=O)c2Br)CC2CC1C2(C)C, O=C(OO)c1cccc(Cl)c1, C1CCOC1. The product is CC1C(Nc2cnn(CC(=O)NCc3cc[n+]([O-])cc3)c(=O)c2Br)CC2CC1C2(C)C.